From a dataset of the Open Reaction Database (ORD), a public repository of structured organic reaction records. describe an organic reaction: reactants, conditions, products, and yield The product is Br.N=C1OC=CN1CC(=O)C1=C(C=C(C(=C1)F)F)F (2-(2-iminooxazol-3(2H)-yl)-1-(2,4,5-trifluorophenyl)ethanone hydrobromide). Procedure details: A round bottom flask was charged with 2-bromo-1-(2,4,5-trifluorophenyl)ethanone (50.0 g, 198 mmol; Example #N.1), oxazole-2-amine (11.1 g, 132 mmol; GL Synthesis), THF (200 mL), and ACN (330 mL). The resulting mixture was stirred at about 23° C. for about 20 h. The suspension was cooled to about −10° C. for about 15 min and the solid was collected by vacuum filtration, washed with additional ACN (150 mL), and dried under vacuum to give 2-(2-iminooxazol-3(2H)-yl)-1-(2,4,5-trifluorophenyl)ethanone... As a reaction SMILES: [Br:1][CH2:2][C:3]([C:5]1[CH:10]=[C:9]([F:11])[C:8]([F:12])=[CH:7][C:6]=1[F:13])=[O:4].[O:14]1[CH:18]=[CH:17][N:16]=[C:15]1[NH2:19].C1COCC1>C(#N)C>[BrH:1].[NH:19]=[C:15]1[N:16]([CH2:2][C:3]([C:5]2[CH:10]=[C:9]([F:11])[C:8]([F:12])=[CH:7][C:6]=2[F:13])=[O:4])[CH:17]=[CH:18][O:14]1 |f:4.5|. Reaction conditions: temperature 23 celsius, time 20 hour. The solvent is C(C)#N (ACN). Yield: 78.9%. Reactants: BrCC(=O)C1=C(C=C(C(=C1)F)F)F (2-bromo-1-(2,4,5-trifluorophenyl)ethanone), O1C(=NC=C1)N (oxazole-2-amine), C1CCOC1 (THF). Reactants: CC(=O)[O-], [Cl-], [Na+], [NH3+]O, CC(C)C(O)(c1ccc(N=C(c2ccccc2)c2ccccc2)c(-c2ccc(F)cc2)c1)c1cn(C(c2ccccc2)(c2ccccc2)c2ccccc2)cn1. The product is CC(C)C(O)(c1ccc(N)c(-c2ccc(F)cc2)c1)c1cn(C(c2ccccc2)(c2ccccc2)c2ccccc2)cn1. RXN SMILES: [CH3:58][C:59](=[O:60])[O-:61].[Cl-:62].[Na+:57].[OH:63][NH3+:64].[c:1]1([C:2]([c:3]2[cH:4][cH:5][cH:6][cH:7][cH:8]2)=[N:14][c:15]2[cH:16][cH:17][c:18]([C:28]([CH:29]([CH3:30])[CH3:31])([OH:32])[c:33]3[n:34][cH:35][n:36]([C:38]([c:39]4[cH:40][cH:41][cH:42][cH:43][cH:44]4)([c:45]4[cH:46][cH:47][cH:48][cH:49][cH:50]4)[c:51]4[cH:52][cH:53][cH:54][cH:55][cH:56]4)[cH:37]3)[cH:19][c:20]2-[c:21]2[cH:22][cH:23][c:24]([F:27])[cH:25][cH:26]2)[cH:9][cH:10][cH:11][cH:12][cH:13]1>>[NH2:14][c:15]1[cH:16][cH:17][c:18]([C:28]([CH:29]([CH3:30])[CH3:31])([OH:32])[c:33]2[n:34][cH:35][n:36]([C:38]([c:39]3[cH:40][cH:41][cH:42][cH:43][cH:44]3)([c:45]3[cH:46][cH:47][cH:48][cH:49][cH:50]3)[c:51]3[cH:52][cH:53][cH:54][cH:55][cH:56]3)[cH:37]2)[cH:19][c:20]1-[c:21]1[cH:22][cH:23][c:24]([F:27])[cH:25][cH:26]1. Reactants: C1(=CC=CC=C1)C1=NC(=NC(=N1)C1=CC=CC=C1)C1=C(C=C(C=C1)OC1C(CCCC1)O)O (2,4-diphenyl-6-(2'-hydroxy4'-(2"-hydroxycyclohexyloxy)phenyl)-1,3,5-triazine), C(C)(=O)Cl (acetyl chloride), N1=CC=CC=C1 (pyridine). Solvent: C1(=CC=CC=C1)C (toluene). Reaction conditions: time 6 hour. The product is C1(=CC=CC=C1)C1=NC(=NC(=N1)C1=CC=CC=C1)C1=C(C=C(C=C1)OC1C(CCCC1)OC(C)=O)O (2,4-Diphenyl-6-(2'-hydroxy-4'-(2"-acetoxycyclohexyloxy)phenyl)-1,3,5-triazine). Reaction SMILES: [C:1]1([C:7]2[N:12]=[C:11]([C:13]3[CH:18]=[CH:17][CH:16]=[CH:15][CH:14]=3)[N:10]=[C:9]([C:19]3[CH:24]=[CH:23][C:22]([O:25][CH:26]4[CH2:31][CH2:30][CH2:29][CH2:28][CH:27]4[OH:32])=[CH:21][C:20]=3[OH:33])[N:8]=2)[CH:6]=[CH:5][CH:4]=[CH:3][CH:2]=1.[C:34](Cl)(=[O:36])[CH3:35].N1C=CC=CC=1>C1(C)C=CC=CC=1>[C:13]1([C:11]2[N:12]=[C:7]([C:1]3[CH:6]=[CH:5][CH:4]=[CH:3][CH:2]=3)[N:8]=[C:9]([C:19]3[CH:24]=[CH:23][C:22]([O:25][CH:26]4[CH2:31][CH2:30][CH2:29][CH2:28][CH:27]4[O:32][C:34](=[O:36])[CH3:35])=[CH:21][C:20]=3[OH:33])[N:10]=2)[CH:14]=[CH:15][CH:16]=[CH:17][CH:18]=1. Reported procedure: A mixture of 13.0 g (29.6 mmol) of 2,4-diphenyl-6-(2'-hydroxy4'-(2"-hydroxycyclohexyloxy)phenyl)-1,3,5-triazine, 7.0 g (89.2 mmol) of acetyl chloride (Fluka, 99%) and 0.6 g (7.6 mmol) of pyridine in 140 ml of toluene (Merck, 99.5%) is stirred under nitrogen and held at 50° C. for 6 h. Reactants: C(=O)C1=CC=C(C(=O)O)C=C1 (4-formylbenzoic acid), C1(CCCCC1)N1CCC2(CCNC2)CC1 (8-cyclohexyl-2,8-diazaspiro[4.5]decane). Product: C1(CCCCC1)N1CCC2(CCN(C2)CC2=CC=C(C(=O)O)C=C2)CC1 (4-[(8-cyclohexyl-2,8-diazaspiro[4.5]dec-2-yl)methyl]benzoic acid). Isolated yield 169.2%. RXN SMILES: [CH:1]([C:3]1[CH:11]=[CH:10][C:6]([C:7]([OH:9])=[O:8])=[CH:5][CH:4]=1)=O.[CH:12]1([N:18]2[CH2:27][CH2:26][C:21]3([CH2:25][NH:24][CH2:23][CH2:22]3)[CH2:20][CH2:19]2)[CH2:17][CH2:16][CH2:15][CH2:14][CH2:13]1>>[CH:12]1([N:18]2[CH2:19][CH2:20][C:21]3([CH2:25][N:24]([CH2:1][C:3]4[CH:11]=[CH:10][C:6]([C:7]([OH:9])=[O:8])=[CH:5][CH:4]=4)[CH2:23][CH2:22]3)[CH2:26][CH2:27]2)[CH2:17][CH2:16][CH2:15][CH2:14][CH2:13]1. Procedure: Except for using 4-formylbenzoic acid (112 mg) in place of 4-(diethoxymethyl)benzaldehyde and using 8-cyclohexyl-2,8-diazaspiro[4.5]decane (170 mg) in place of 8-isobutyl-2,8-diazaspiro[4.5]decane, the same operation as in Example 26 was performed to obtain the title compound (450 mg) having the following physical properties. Starting materials: C(C1=CC=CC=C1)C=1N=C(C2=C(CCN(CC2)CC2=CC=CC=C2)N1)Cl (2,7-dibenzyl-4-chloro-6,7,8,9-tetrahydro-5H-pyrimido[4,5-d]azepine), C(CCC)B(O)O (n-butaneboronic acid). Product: C(C1=CC=CC=C1)C=1N=C(C2=C(CCN(CC2)CC2=CC=CC=C2)N1)CCCC (2,7-Dibenzyl-4-butyl-6,7,8,9-tetrahydro-5H-pyrimido[4,5-d]azepine), oil. Yield: 79.0%. As a reaction SMILES: [CH2:1]([C:8]1[N:9]=[C:10](Cl)[C:11]2[CH2:17][CH2:16][N:15]([CH2:18][C:19]3[CH:24]=[CH:23][CH:22]=[CH:21][CH:20]=3)[CH2:14][CH2:13][C:12]=2[N:25]=1)[C:2]1[CH:7]=[CH:6][CH:5]=[CH:4][CH:3]=1.[CH2:27](B(O)O)[CH2:28][CH2:29][CH3:30]>>[CH2:1]([C:8]1[N:9]=[C:10]([CH2:27][CH2:28][CH2:29][CH3:30])[C:11]2[CH2:17][CH2:16][N:15]([CH2:18][C:19]3[CH:24]=[CH:23][CH:22]=[CH:21][CH:20]=3)[CH2:14][CH2:13][C:12]=2[N:25]=1)[C:2]1[CH:7]=[CH:6][CH:5]=[CH:4][CH:3]=1. Procedure details: The title compound was prepared using a similar method to that of Preparation 39, starting from 2,7-dibenzyl-4-chloro-6,7,8,9-tetrahydro-5H-pyrimido[4,5-d]azepine of Preparation 38, Step B and n-butaneboronic acid. The title compound was obtained as a colourless oil 126 mg, 79% Starting materials: Fc1ccc(Oc2ncc(Br)c(Oc3ccc(F)cc3F)n2)c(F)c1, C1CCOC1, CC(C)[Mg+], [Cl-], CSc1ccc(Cl)c(C(=O)Cl)c1. The product is CSc1ccc(Cl)c(C(=O)c2cnc(Oc3ccc(F)cc3F)nc2Oc2ccc(F)cc2F)c1. Reaction SMILES: [Br:1][c:2]1[c:3]([O:17][c:18]2[c:19]([F:25])[cH:20][c:21]([F:24])[cH:22][cH:23]2)[n:4][c:5]([O:8][c:9]2[c:10]([F:16])[cH:11][c:12]([F:15])[cH:13][cH:14]2)[n:6][cH:7]1.[CH2:43]1[O:44][CH2:45][CH2:46][CH2:47]1.[CH:27]([Mg+:28])([CH3:29])[CH3:30].[Cl-:26].[Cl:31][c:32]1[c:33]([C:34](=[O:35])[Cl:36])[cH:37][c:38]([S:41][CH3:42])[cH:39][cH:40]1>>[c:2]1([C:34]([c:33]2[c:32]([Cl:31])[cH:40][cH:39][c:38]([S:41][CH3:42])[cH:37]2)=[O:35])[c:3]([O:17][c:18]2[c:19]([F:25])[cH:20][c:21]([F:24])[cH:22][cH:23]2)[n:4][c:5]([O:8][c:9]2[c:10]([F:16])[cH:11][c:12]([F:15])[cH:13][cH:14]2)[n:6][cH:7]1.